This data is from the Open Reaction Database (ORD), a public repository of structured organic reaction records. The task is: describe an organic reaction: reactants, conditions, products, and yield Starting materials: O=C([O-])[O-], CC(=O)OC(C)=O, CC(C)=O, CNC(C)COc1cccc2ncnc(Nc3ccc(Oc4ccc(C)nc4)c(C)c3)c12, [K+], [K+]. Yields the product CC(=O)N(C)C(C)COc1cccc2ncnc(Nc3ccc(Oc4ccc(C)nc4)c(C)c3)c12. RXN SMILES: [C:40](=[O:41])([O-:42])[O-:43].[CH3:1][C:2](=[O:3])[O:4][C:5](=[O:6])[CH3:7].[CH3:46][C:47](=[O:48])[CH3:49].[CH3:8][NH:9][CH:10]([CH2:11][O:12][c:13]1[c:14]2[c:15]([NH:23][c:24]3[cH:25][c:26]([CH3:38])[c:27]([O:30][c:31]4[cH:32][n:33][c:34]([CH3:37])[cH:35][cH:36]4)[cH:28][cH:29]3)[n:16][cH:17][n:18][c:19]2[cH:20][cH:21][cH:22]1)[CH3:39].[K+:44].[K+:45]>>[CH3:1][C:2](=[O:3])[N:9]([CH3:8])[CH:10]([CH2:11][O:12][c:13]1[c:14]2[c:15]([NH:23][c:24]3[cH:25][c:26]([CH3:38])[c:27]([O:30][c:31]4[cH:32][n:33][c:34]([CH3:37])[cH:35][cH:36]4)[cH:28][cH:29]3)[n:16][cH:17][n:18][c:19]2[cH:20][cH:21][cH:22]1)[CH3:39]. Starting materials: C(C)(C)(C)C1=CC=C(C=C1)S(=O)(=O)N1CC2=C(NC3=C1C=C(C=C3)C(=O)NN)N=C(C=C2)C(F)(F)F (6-[(4-tert-butylphenyl)sulfonyl]-2-(trifluoromethyl)-6,11-dihydro-5H-pyrido[2,3-b][1,5]benzodiazepine-8-carbohydrazide), C(C)(C)(C)C1=CC=C(C=C1)S(=O)(=O)N1CC2=C(NC3=C1C=C(C=C3)C(=O)NN)N=C(C=C2)C(F)(F)F (6-[(4-tert-butylphenyl)sulfonyl]-2-(trifluoromethyl)-6,11-dihydro-5H-pyrido[2,3-b][1,5]benzodiazepine-8-carbohydrazide), C(=S)(Cl)Cl (thiophosgene). The solvent is C1CCOC1 (THF). Run at temperature -78 celsius, time 1 hour. Product: C(C)(C)(C)C1=CC=C(C=C1)S(=O)(=O)N1CC2=C(NC3=C1C=C(C=C3)C3=NNC(O3)=S)N=C(C=C2)C(F)(F)F (5-[6-[(4-tert-Butylphenyl)sulfonyl]-2-(trifluoromethyl)-6,11-dihydro-5H-pyrido[2,3-b]-[1,5]benzodiazepin-8-yl]-1,3,4-oxadiazole-2(3H)-thione). Reaction SMILES: [C:1]([C:5]1[CH:10]=[CH:9][C:8]([S:11]([N:14]2[C:20]3[CH:21]=[C:22]([C:25]([NH:27][NH2:28])=[O:26])[CH:23]=[CH:24][C:19]=3[NH:18][C:17]3[N:29]=[C:30]([C:33]([F:36])([F:35])[F:34])[CH:31]=[CH:32][C:16]=3[CH2:15]2)(=[O:13])=[O:12])=[CH:7][CH:6]=1)([CH3:4])([CH3:3])[CH3:2].[C:37](Cl)(Cl)=[S:38]>C1COCC1>[C:1]([C:5]1[CH:6]=[CH:7][C:8]([S:11]([N:14]2[C:20]3[CH:21]=[C:22]([C:25]4[O:26][C:37](=[S:38])[NH:28][N:27]=4)[CH:23]=[CH:24][C:19]=3[NH:18][C:17]3[N:29]=[C:30]([C:33]([F:35])([F:36])[F:34])[CH:31]=[CH:32][C:16]=3[CH2:15]2)(=[O:13])=[O:12])=[CH:9][CH:10]=1)([CH3:4])([CH3:2])[CH3:3]. Procedure: To a solution of 6-[(4-tert-butylphenyl)sulfonyl]-2-(trifluoromethyl)-6,11-dihydro-5H-pyrido[2,3-b][1,5]benzodiazepine-8-carbohydrazide (intermediate 57, 0.040 g, 0.0771 mmol) in THF (0.6 mL) at −78° C was added thiophosgene (0.010 mL). After stirring for 1 h at −78° C, the reaction was quenched with saturated aqueous NaHCO3 and the product was extracted with EtOAc. The combined extracts were washed with brine, dried (MgSO4) and concentrated. The residue was purified by SiO2 column chromatograph... The reactants are BrC=1C=CC=2N(C1)C(=CN2)C#N (6-bromoimidazo[1,2-a]pyridine-3-carbonitrile), [OH-].[Na+] (NaOH), CCO (EtOH). Conditions: time 12 hour. Yields the product BrC=1C=CC=2N(C1)C(=CN2)C(=O)O (6-bromoimidazo[1,2-a]pyridine-3-carboxylic acid). RXN SMILES: [Br:1][C:2]1[CH:3]=[CH:4][C:5]2[N:6](C(C#N)=[CH:9][N:10]=2)[CH:7]=1.[OH-:13].[Na+].[CH3:15][CH2:16][OH:17]>>[Br:1][C:2]1[CH:3]=[CH:4][C:5]2[N:6]([C:15]([C:16]([OH:13])=[O:17])=[CH:9][N:10]=2)[CH:7]=1 |f:1.2|. Procedure details: A stirring solution of 6-bromoimidazo[1,2-a]pyridine-3-carbonitrile [JMC 54(7). 2455-2466; 2011] (1.0 g), EtOH (10 mL) and aq. NaOH (1.0 g, 10 mL) was heated at 100° C. After 12 h, the reaction mixture was cooled and concentrated to dryness by rotary evaporator under reduced pressure. Subsequently, the crude solid was diluted with water, cooled in ice-bath and acidified with conc. HCl till pH 4 while stirring. The resulting suspension was suction filtered and the solid was dried overnight. Subse... Starting materials: CC(=O)Cl, CO, COCC(C)OC, COc1ccc(CCC(=O)O)cc1OC. Product: COC(=O)CCc1ccc(OC)c(OC)c1. RXN SMILES: [CH3:1][C:2](=[O:3])[Cl:4].[CH3:20][OH:21].[CH3:22][O:23][CH:24]([CH2:25][O:26][CH3:27])[CH3:28].[CH3:5][O:6][c:7]1[cH:8][c:9]([CH2:15][CH2:16][C:17](=[O:18])[OH:19])[cH:10][cH:11][c:12]1[O:13][CH3:14]>>[CH3:1][O:19][C:17]([CH2:16][CH2:15][c:9]1[cH:8][c:7]([O:6][CH3:5])[c:12]([O:13][CH3:14])[cH:11][cH:10]1)=[O:18]. Reactants: CCCc1ccccn1, O=C(CBr)c1ccc(OCc2ccccc2)cc1, CC(C)=O. Yields the product [Br-], CCCc1cccc[n+]1CC(=O)c1ccc(OCc2ccccc2)cc1. RXN SMILES: [CH2:19]([CH2:20][CH3:21])[c:22]1[n:23][cH:24][cH:25][cH:26][cH:27]1.[CH2:1]([c:2]1[cH:3][cH:4][cH:5][cH:6][cH:7]1)[O:8][c:9]1[cH:10][cH:11][c:12]([C:13]([CH2:14][Br:15])=[O:16])[cH:17][cH:18]1.[CH3:28][C:29](=[O:30])[CH3:31]>>[Br-:15].[CH2:1]([c:2]1[cH:3][cH:4][cH:5][cH:6][cH:7]1)[O:8][c:9]1[cH:10][cH:11][c:12]([C:13]([CH2:14][n+:23]2[c:22]([CH2:19][CH2:20][CH3:21])[cH:27][cH:26][cH:25][cH:24]2)=[O:16])[cH:17][cH:18]1. The reactants are CC(=CCN=C=O)C ((3-methyl-but-2-en-1-yl)-isocyanate), ClC(Cl)(OC(OC(Cl)(Cl)Cl)=O)Cl (triphosgene), tertiary amine, S1C(NCC1=O)=O (2,5-thiazolidinedione), CC(=CCN)C ((3-methyl-but-2-en-1-yl)amine). Solvent: ClCCl (dichloromethane), O1CCCC1 (THF), N1=CC=CC=C1 (pyridine), O1CCCC1 (tetrahydrofuran), ClCCl (dichloromethane). The product is CC(=CCNC(=O)N1C(SC(C1)=O)=O)C (3-(3-methyl-but-2-en-1-yl)aminocarbonyl-2,5-thiazolidinedione). Reaction SMILES: [S:1]1[C:5](=[O:6])[CH2:4][NH:3][C:2]1=[O:7].[CH3:8][C:9]([CH3:15])=[CH:10][CH2:11][N:12]=[C:13]=[O:14].CC(C)=CCN.ClC(Cl)(OC(=O)OC(Cl)(Cl)Cl)Cl>O1CCCC1.ClCCl.N1C=CC=CC=1>[CH3:8][C:9]([CH3:15])=[CH:10][CH2:11][NH:12][C:13]([N:3]1[CH2:4][C:5](=[O:6])[S:1][C:2]1=[O:7])=[O:14]. Reported procedure: To a stirred solution or partial solution of 2,5-thiazolidinedione (0.010 mol) in tetrahydrofuran (THF) is added neat (or a solution in dichloromethane or THF) (3-methyl-but-2-en-1-yl)-isocyanate (0.010 mol), prepared by allowing (3-methyl-but-2-en-1-yl)amine with 0.33 mol equivalents of triphosgene in dichloromethane optionally in the presence of a tertiary amine base or pyridine, and the mixture is stirred. Reaction progress may be followed by thin layer chromatography (TLC) or high performanc... Starting materials: ClC=1C=C(CNC=2C3=C(N=C(N2)CCC(=O)O)SC2=C3C=CC=C2)C=CC1OC (3-[4-(3-chloro-4-methoxybenzyl-amino)benzothieno[2,3-d]pyrimidin-2-yl]propionic acid), S(=O)(Cl)Cl (thionyl chloride). The solvent is ClCCl (dichloromethane). Product: ClC=1C=C(CNC=2C3=C(N=C(N2)CCC(=O)Cl)SC2=C3C=CC=C2)C=CC1OC (3-[4-(3-chloro-4-methoxybenzylamino)benzothieno[2,3-d]-pyrimidin-2-yl]propionyl chloride). RXN SMILES: [Cl:1][C:2]1[CH:3]=[C:4]([CH:25]=[CH:26][C:27]=1[O:28][CH3:29])[CH2:5][NH:6][C:7]1[C:8]2[C:20]3[CH:21]=[CH:22][CH:23]=[CH:24][C:19]=3[S:18][C:9]=2[N:10]=[C:11]([CH2:13][CH2:14][C:15](O)=[O:16])[N:12]=1.S(Cl)([Cl:32])=O>ClCCl>[Cl:1][C:2]1[CH:3]=[C:4]([CH:25]=[CH:26][C:27]=1[O:28][CH3:29])[CH2:5][NH:6][C:7]1[C:8]2[C:20]3[CH:21]=[CH:22][CH:23]=[CH:24][C:19]=3[S:18][C:9]=2[N:10]=[C:11]([CH2:13][CH2:14][C:15]([Cl:32])=[O:16])[N:12]=1. Procedure details: 1 equivalent of 3-[4-(3-chloro-4-methoxybenzyl-amino)benzothieno[2,3-d]pyrimidin-2-yl]propionic acid and 1.2 equivalents of thionyl chloride are stirred in dichloromethane for 2 hours. The solvent is removed and 3-[4-(3-chloro-4-methoxybenzylamino)benzothieno[2,3-d]-pyrimidin-2-yl]propionyl chloride is obtained. The mixture is transferred to aqueous ammonia, stirred for one hour and, after customary working up, 3-[4-(3-chloro-4-methoxybenzylamino)benzothieno[2,3-d]pyrimidin-2-yl]propionamide is ... The reactants are CCN(C(C)C)C(C)C, CC(C)N1CCC(N)CC1, ClCCl, O=C1c2ccccc2C(=O)N1CCS(=O)(=O)Cl. Product: CC(C)N1CCC(NS(=O)(=O)CCN2C(=O)c3ccccc3C2=O)CC1. As a reaction SMILES: [CH:11]([N:12]([CH:13]([CH3:14])[CH3:15])[CH2:16][CH3:17])([CH3:18])[CH3:19].[CH:1]([CH3:2])([CH3:3])[N:4]1[CH2:5][CH2:6][CH:7]([NH2:10])[CH2:8][CH2:9]1.[Cl:37][CH2:38][Cl:39].[O:20]=[C:21]1[N:22]([CH2:31][CH2:32][S:33](=[O:34])(=[O:35])[Cl:36])[C:23](=[O:30])[c:24]2[cH:25][cH:26][cH:27][cH:28][c:29]21>>[CH:1]([CH3:2])([CH3:3])[N:4]1[CH2:5][CH2:6][CH:7]([NH:10][S:33]([CH2:32][CH2:31][N:22]2[C:21](=[O:20])[c:29]3[c:24]([cH:25][cH:26][cH:27][cH:28]3)[C:23]2=[O:30])(=[O:34])=[O:35])[CH2:8][CH2:9]1.